The task is: describe an organic reaction: reactants, conditions, products, and yield. This data is from the Open Reaction Database (ORD), a public repository of structured organic reaction records. Starting materials: COC(=O)OC1CCC(n2c(=O)[nH]c3c(Cl)nc(N)nc32)CC1, Cl, [K+], [OH-]. The product is Nc1nc(Cl)c2[nH]c(=O)n(C3CCC(O)CC3)c2n1. As a reaction SMILES: [C:1]([O:2][CH:3]1[CH2:4][CH2:5][CH:6]([n:9]2[c:10]3[n:11][c:12]([NH2:20])[n:13][c:14]([Cl:19])[c:15]3[nH:16][c:17]2=[O:18])[CH2:7][CH2:8]1)(=[O:21])[O:22][CH3:23].[ClH:24].[K+:26].[OH-:25]>>[OH:2][CH:3]1[CH2:4][CH2:5][CH:6]([n:9]2[c:10]3[n:11][c:12]([NH2:20])[n:13][c:14]([Cl:19])[c:15]3[nH:16][c:17]2=[O:18])[CH2:7][CH2:8]1. Reaction SMILES: [CH3:10][S:11]([Cl:12])(=[O:13])=[O:14].[OH:1][CH2:2][CH2:3][N:4]1[C:5](=[O:9])[CH2:6][CH2:7][CH2:8]1.[cH:15]1[cH:16][cH:17][n:18][cH:19][cH:20]1>>[O:1]([CH2:2][CH2:3][N:4]1[C:5](=[O:9])[CH2:6][CH2:7][CH2:8]1)[S:11]([CH3:10])(=[O:13])=[O:14]. Product: CS(=O)(=O)OCCN1CCCC1=O. The reactants are CS(=O)(=O)Cl, O=C1CCCN1CCO, c1ccncc1. Starting materials: BrC1=NC=CC=C1 (2-bromopyridine), C(C)(C)C(C)(NCC)C(C)C (diisopropyldiethylamine), CC(C#C)C (3-methylbut-1-yne). Reagents/catalysts: Cl[Pd]([P](C1=CC=CC=C1)(C2=CC=CC=C2)C3=CC=CC=C3)([P](C4=CC=CC=C4)(C5=CC=CC=C5)C6=CC=CC=C6)Cl (bis(triphenylphosphine)palladium(II) chloride), [Cu]I (copper (I) iodide). Solvent: C(C)(=O)OCC (ethyl acetate), CN(C=O)C (N,N-dimethylformamide). Reaction conditions: temperature 85 celsius. The product is CC(C#CC1=NC=CC=C1)C ((3-methylbut-1-ynyl)pyridine). The yield is 73.5%. As a reaction SMILES: Br[C:2]1[CH:7]=[CH:6][CH:5]=[CH:4][N:3]=1.[CH:8]([C:11]([CH:16](C)C)(NCC)[CH3:12])(C)[CH3:9].CC(C)C#C>CN(C)C=O.C(OCC)(=O)C.Cl[Pd](Cl)([P](C1C=CC=CC=1)(C1C=CC=CC=1)C1C=CC=CC=1)[P](C1C=CC=CC=1)(C1C=CC=CC=1)C1C=CC=CC=1.[Cu]I>[CH3:12][CH:11]([CH3:16])[C:8]#[C:9][C:2]1[CH:7]=[CH:6][CH:5]=[CH:4][N:3]=1 |^1:37,56|. Procedure details: To a degassed solution of 2-bromopyridine (0.604 mL, 6.33 mmol), bis(triphenylphosphine)palladium(II) chloride (0.267 g, 0.380 mmol), copper (I) iodide (0.060 g, 0.316 mmol), and diisopropyldiethylamine (3.61 mL, 25.3 mmol) in N,N-dimethylformamide (20 mL) was added 3-methylbut-1-yne (0.647 g, 9.49 mmol). The reaction mixture was heated to 85° C. for 16 h, cooled to room temperature, and diluted with ethyl acetate (150 mL). The mixture was washed with a 10% aqueous solution of lithium chloride (... Reactants: CCCCN1CCN(C(=O)c2ccc(C=O)cc2)CC1, FC(F)(F)C1CCCNC1. Yields the product CCCCN1CCN(C(=O)c2ccc(CN3CCCC(C(F)(F)F)C3)cc2)CC1. Reaction SMILES: [CH2:1]([CH2:2][CH2:3][CH3:4])[N:5]1[CH2:6][CH2:7][N:8]([C:11](=[O:12])[c:13]2[cH:14][cH:15][c:16]([CH:17]=[O:18])[cH:19][cH:20]2)[CH2:9][CH2:10]1.[F:21][C:22]([CH:23]1[CH2:24][NH:25][CH2:26][CH2:27][CH2:28]1)([F:29])[F:30]>>[CH2:1]([CH2:2][CH2:3][CH3:4])[N:5]1[CH2:6][CH2:7][N:8]([C:11](=[O:12])[c:13]2[cH:14][cH:15][c:16]([CH2:17][N:25]3[CH2:24][CH:23]([C:22]([F:21])([F:29])[F:30])[CH2:28][CH2:27][CH2:26]3)[cH:19][cH:20]2)[CH2:9][CH2:10]1.